Dataset: the Open Reaction Database (ORD), a public repository of structured organic reaction records. Task: describe an organic reaction: reactants, conditions, products, and yield The reactants are N#Cc1cncc(Br)c1, O=C(OCc1ccccc1)N1CC2CNC2C1. Product: N#Cc1cncc(N2CC3CN(C(=O)OCc4ccccc4)CC32)c1. RXN SMILES: [Br:18][c:19]1[cH:20][n:21][cH:22][c:23]([C:25]#[N:26])[cH:24]1.[CH:1]12[CH2:2][N:3]([C:8](=[O:9])[O:10][CH2:11][c:12]3[cH:13][cH:14][cH:15][cH:16][cH:17]3)[CH2:4][CH:5]1[NH:6][CH2:7]2>>[CH:1]12[CH2:2][N:3]([C:8](=[O:9])[O:10][CH2:11][c:12]3[cH:13][cH:14][cH:15][cH:16][cH:17]3)[CH2:4][CH:5]1[N:6]([c:19]1[cH:20][n:21][cH:22][c:23]([C:25]#[N:26])[cH:24]1)[CH2:7]2. Reactants: CCOC(=O)N1CCCC(N)CC1, C1CCOC1, S=C=S. The product is CCOC(=O)N1CCCC(N=C=S)CC1. RXN SMILES: [NH2:4][CH:5]1[CH2:6][CH2:7][N:8]([C:12](=[O:13])[O:14][CH2:15][CH3:16])[CH2:9][CH2:10][CH2:11]1.[O:17]1[CH2:18][CH2:19][CH2:20][CH2:21]1.[S:1]=[C:2]=[S:3]>>[C:2](=[S:3])=[N:4][CH:5]1[CH2:6][CH2:7][N:8]([C:12](=[O:13])[O:14][CH2:15][CH3:16])[CH2:9][CH2:10][CH2:11]1. Reactants: C(Cl)(Cl)(Cl)Cl.C(=O)=O (carbon tetrachloride dry ice), [Cl-].[Na+] (sodium chloride), [NH2-].[Li+] (lithium amide), C(CCC)[Li] (butyl lithium), CO.C(=O)=O (methanol dry ice), C[C@H]1N[C@@H](CC1)C ((2R,5R)-2,5-dimethylpyrrolidine), COC1=C(C=CC2=CC=CC=C12)P(=O)(C1=CC=CC=C1)C1=CC=CC=C1 (1-methoxy-2-diphenylphosphinylnaphthalene), [NH2-].[Li+] (lithium amide). Solvent: O1CCCC1 (tetrahydrofuran), O1CCCC1 (THF). Reaction conditions: temperature 0 celsius, time 1 hour. The product is C[C@H]1N([C@@H](CC1)C)C1=C(C=CC2=CC=CC=C12)P(=O)(C1=CC=CC=C1)C1=CC=CC=C1 (1-((2R,5R)-2,5-dimethylpyrrolidinyl)-2-diphenylphosphinylnaphthalene). Isolated yield 69.2%. Reaction SMILES: [CH3:1][C@@H:2]1[CH2:6][CH2:5][C@@H:4]([CH3:7])[NH:3]1.C([Li])CCC.CO.C(=O)=O.[NH2-].[Li+].CO[C:22]1[C:31]2[C:26](=[CH:27][CH:28]=[CH:29][CH:30]=2)[CH:25]=[CH:24][C:23]=1[P:32]([C:40]1[CH:45]=[CH:44][CH:43]=[CH:42][CH:41]=1)([C:34]1[CH:39]=[CH:38][CH:37]=[CH:36][CH:35]=1)=[O:33].C(Cl)(Cl)(Cl)Cl.C(=O)=O.[Cl-].[Na+]>O1CCCC1>[CH3:1][C@@H:2]1[CH2:6][CH2:5][C@@H:4]([CH3:7])[N:3]1[C:22]1[C:31]2[C:26](=[CH:27][CH:28]=[CH:29][CH:30]=2)[CH:25]=[CH:24][C:23]=1[P:32]([C:40]1[CH:45]=[CH:44][CH:43]=[CH:42][CH:41]=1)([C:34]1[CH:39]=[CH:38][CH:37]=[CH:36][CH:35]=1)=[O:33] |f:2.3,4.5,7.8,9.10|. Procedure: In a 300 ml four-necked flask was charged 1.1 g (11 mmol) of (2R,5R)-2,5-dimethylpyrrolidine in a nitrogen stream, and 70 ml of tetrahydrofuran (THF) was added thereto. To the flask was added dropwise 7.7 ml (13.2 mmol) of butyl lithium at -78° C. (methanol-dry ice) over 10 minutes. After maintaining the system at that temperature for 10 minutes, the mixture was stirred at 0° C. for 1 hour to prepare lithium amide. In a separate container 4 g (11 mmol) of 1-methoxy-2-diphenylphosphinylnaphthalen... Starting materials: C([O-])([O-])=O.[Na+].[Na+] (sodium carbonate), C(=O)=S (carbonyl sulfide), C(C)OC(CNCP(=O)(O)O)=O (ethyl-N-phosphonomethylglycinate), C(=O)=S (carbonyl sulfide), C(C1=CC=CC=C1)Cl (benzylchloride). Solvent: O (water), CO (methanol). Reaction conditions: temperature 25 celsius. Yields the product C(C)OC(CN(CP(=O)(O)O)C(=O)SCC1=CC=CC=C1)=O (ethyl-N-[(benzylthio)carbonyl]-N-(phosphonomethyl)-glycinate), monohydrate. Reaction SMILES: [CH2:1]([O:3][C:4](=[O:12])[CH2:5][NH:6][CH2:7][P:8]([OH:11])([OH:10])=[O:9])[CH3:2].C(=O)([O-])[O-].[Na+].[Na+].[C:19](=[S:21])=[O:20].[CH2:22](Cl)[C:23]1[CH:28]=[CH:27][CH:26]=[CH:25][CH:24]=1>CO.O>[CH2:1]([O:3][C:4](=[O:12])[CH2:5][N:6]([C:19]([S:21][CH2:22][C:23]1[CH:28]=[CH:27][CH:26]=[CH:25][CH:24]=1)=[O:20])[CH2:7][P:8]([OH:11])([OH:10])=[O:9])[CH3:2] |f:1.2.3|. Reported procedure: To ethyl-N-phosphonomethylglycinate (197 g.; 1.0 mol.) dissolved in 600 ml. of water at 0° C. was added sodium carbonate (159 g.; 1.5 mol). The resulting mixture was stirred until the gas evolution ceased. The resulting solution was added over a period of one hour to a solution of carbonyl sulfide (66 g.; 1.1 mol.) which previously had been condensed in 600 ml. of methanol at -20° C. in an ice-acetone bath. Following the addition, carbonyl sulfide was sparged through the reaction mixture for sev... Yields the product CCSc1nsc(NC(=O)Oc2ccccc2)c1C#N. Reactants: Cc1ccccc1, O=C(Cl)Oc1ccccc1, CCSc1nsc(N)c1C#N. RXN SMILES: [CH3:22][c:23]1[cH:24][cH:25][cH:26][cH:27][cH:28]1.[Cl:12][C:13](=[O:14])[O:15][c:16]1[cH:17][cH:18][cH:19][cH:20][cH:21]1.[NH2:1][c:2]1[c:3]([C:10]#[N:11])[c:4]([S:7][CH2:8][CH3:9])[n:5][s:6]1>>[NH:1]([c:2]1[c:3]([C:10]#[N:11])[c:4]([S:7][CH2:8][CH3:9])[n:5][s:6]1)[C:13](=[O:14])[O:15][c:16]1[cH:17][cH:18][cH:19][cH:20][cH:21]1.